Dataset: the Open Reaction Database (ORD), a public repository of structured organic reaction records. Task: describe an organic reaction: reactants, conditions, products, and yield Reactants: C(CC(=O)O)(=O)O (malonic acid), C(CC(=O)O)(=O)O (malonic acid), C1(=CC=CC=C1)N(C1=CC=CC=C1)C1=CC=C(C=O)C=C1 (4-(N,N-Diphenylamino)benzaldehyde), N1CCCCC1 (Piperidine), Cl (HCl). Run in N1=CC=CC=C1 (pyridine), N1=CC=CC=C1 (pyridine), ice water. Reaction conditions: temperature 140 celsius, time 2.5 hour. Product: C1(=CC=CC=C1)N(C1=CC=CC=C1)C1=CC=C(C=CC(=O)O)C=C1 (4-(N,N-diphenylamino)cinnamic acid). The yield is 53.7%. RXN SMILES: [C:1](O)(=O)[CH2:2][C:3]([OH:5])=[O:4].[C:8]1([N:14]([C:21]2[CH:28]=[CH:27][C:24](C=O)=[CH:23][CH:22]=2)[C:15]2[CH:20]=[CH:19][CH:18]=[CH:17][CH:16]=2)[CH:13]=[CH:12][CH:11]=[CH:10][CH:9]=1.N1CCCCC1.Cl>N1C=CC=CC=1>[C:21]1([N:14]([C:8]2[CH:9]=[CH:10][C:11]([CH:1]=[CH:2][C:3]([OH:5])=[O:4])=[CH:12][CH:13]=2)[C:15]2[CH:20]=[CH:19][CH:18]=[CH:17][CH:16]=2)[CH:22]=[CH:23][CH:24]=[CH:27][CH:28]=1. Procedure: All glassware was dried in a drying oven heated to 140° C. Malonic acid was dried on a high vacuum line over P2O5 and then stored in a nitrogen purged glovebox. Pyridine (Aldrich, anhydrous, 99.8%) and piperidine were used as received and stored in the glovebox. In a 100 mL round bottom flask equipped with a stir bar, condenser and nitrogen inlet-outlet was dissolved malonic acid (2.3 g, 22.0 mmol) in 20 mL pyridine. 4-(N,N-Diphenylamino)benzaldehyde (5.0 g, 18.3 mmol) was added and addition of ... Starting materials: [Cl-], N, [NH4+], [Na], O=[N+]([O-])[O-], CCC(CCN(CC)CC)c1ccncc1. Yields the product CCN(CC)CCC(CCO)c1ccncc1. RXN SMILES: [Cl-:22].[NH3:24].[NH4+:23].[Na:5].[O-:1][N+:2](=[O:3])[O-:4].[n:6]1[cH:7][cH:8][c:9]([CH:12]([CH2:13][CH2:14][N:15]([CH2:16][CH3:17])[CH2:18][CH3:19])[CH2:20][CH3:21])[cH:10][cH:11]1>>[OH:1][CH2:21][CH2:20][CH:12]([c:9]1[cH:8][cH:7][n:6][cH:11][cH:10]1)[CH2:13][CH2:14][N:15]([CH2:16][CH3:17])[CH2:18][CH3:19]. As a reaction SMILES: [NH2:1][C:2]1[CH:3]=[C:4]([CH:8]=[C:9]([S:22](=[O:25])(=[O:24])[NH2:23])[C:10]=1[O:11][C:12]1[CH:17]=[CH:16][CH:15]=[C:14]([C:18]([F:21])([F:20])[F:19])[CH:13]=1)[C:5]([OH:7])=[O:6].[CH2:26](Br)[C:27]1[CH:32]=[CH:31][CH:30]=[CH:29][CH:28]=1.[CH2:34](O)[CH3:35]>>[CH2:26]([NH:1][C:2]1[CH:3]=[C:4]([CH:8]=[C:9]([S:22](=[O:24])(=[O:25])[NH2:23])[C:10]=1[O:11][C:12]1[CH:17]=[CH:16][CH:15]=[C:14]([C:18]([F:19])([F:21])[F:20])[CH:13]=1)[C:5]([O:7][CH2:34][CH3:35])=[O:6])[C:27]1[CH:32]=[CH:31][CH:30]=[CH:29][CH:28]=1. Procedure details: A mixture of 3-amino-5-sulphamyl-4-(m-trifluoromethylphenoxy)-benzoic acid (1.82 g), benzyl bromide (2 g), and anhydrous ethanol (15 ml) was refluxed for 7 hours. The soluton was cooled, and the precipitated ethyl 3-benzylamino-5-sulphamyl-4-(m-trifluoromethylphenoxy)-benzoate was collected by suction. After recrystallization from ethanol, the melting pont was 166°-168°C. The product is C(C1=CC=CC=C1)NC=1C=C(C(=O)OCC)C=C(C1OC1=CC(=CC=C1)C(F)(F)F)S(N)(=O)=O (Ethyl 3-benzylamino-5-sulphamyl-4-(m-trifluoromethylphenoxy)-benzoate). The reactants are NC=1C=C(C(=O)O)C=C(C1OC1=CC(=CC=C1)C(F)(F)F)S(N)(=O)=O (3-amino-5-sulphamyl-4-(m-trifluoromethylphenoxy)-benzoic acid), C(C1=CC=CC=C1)Br (benzyl bromide), C(C)O (ethanol). RXN SMILES: [C:1]([O:5][C:6]([N:8]1[C:16]2[C:11](=[CH:12][CH:13]=[CH:14][CH:15]=2)[CH:10]([C:17]([O:19]CC)=[O:18])[CH2:9]1)=[O:7])([CH3:4])([CH3:3])[CH3:2].[OH-].[Na+]>CO.O>[C:1]([O:5][C:6]([N:8]1[C:16]2[C:11](=[CH:12][CH:13]=[CH:14][CH:15]=2)[CH:10]([C:17]([OH:19])=[O:18])[CH2:9]1)=[O:7])([CH3:4])([CH3:2])[CH3:3] |f:1.2,3.4|. The solvent is CO.O (methanol water). Run at temperature 50 celsius, time 3 hour. Reported procedure: A mixture of 0.7 g of ethyl 1-(tert-butoxycarbonyl)indoline-3(R,S)-carboxylate (Example 97d) in 18 ml of methanol/water (1:1) and 2.9 ml of a 1N sodium hydroxide solution is stirred at 50° C. for 3 h. After the methanol has been removed in vacuo, the aqueous phase is brought to pH 2 and extracted with ethyl acetate. Customary further working up gives the title compound as a white solid: Rf (hexane/ethyl acetate/glacial acetic acid (75:25:1))=0.23. Yields the product C(C)(C)(C)OC(=O)N1CC(C2=CC=CC=C12)C(=O)O (1-(Tert-butoxycarbonyl)indoline-3(R,S)-carboxylic acid). Reactants: C(C)(C)(C)OC(=O)N1CC(C2=CC=CC=C12)C(=O)OCC (ethyl 1-(tert-butoxycarbonyl)indoline-3(R,S)-carboxylate), [OH-].[Na+] (sodium hydroxide). Reaction SMILES: [OH:1][C@@H:2]1[CH2:6][CH2:5][N:4]([C:7]([O:9][C:10]([CH3:13])([CH3:12])[CH3:11])=[O:8])[CH2:3]1.[H-].[Na+].Cl[C:17]1[N:18]=[C:19]([NH:28][C:29]2[CH:34]=[CH:33][C:32]([N:35]3[CH2:40][CH2:39][CH:38]([N:41]4[CH2:46][CH2:45][N:44]([CH3:47])[CH2:43][CH2:42]4)[CH2:37][CH2:36]3)=[C:31]([CH3:48])[CH:30]=2)[C:20]([C:25]([NH2:27])=[O:26])=[N:21][C:22]=1[CH2:23][CH3:24]>CN(C)C=O>[C:25]([C:20]1[N:21]=[C:22]([CH2:23][CH3:24])[C:17]([O:1][C@@H:2]2[CH2:6][CH2:5][N:4]([C:7]([O:9][C:10]([CH3:13])([CH3:12])[CH3:11])=[O:8])[CH2:3]2)=[N:18][C:19]=1[NH:28][C:29]1[CH:34]=[CH:33][C:32]([N:35]2[CH2:40][CH2:39][CH:38]([N:41]3[CH2:42][CH2:43][N:44]([CH3:47])[CH2:45][CH2:46]3)[CH2:37][CH2:36]2)=[C:31]([CH3:48])[CH:30]=1)(=[O:26])[NH2:27] |f:1.2|. Reported procedure: To a mixture of tert-butyl (3R)-3-hydroxypyrrolidine-1-carboxylate (860 mg) and N,N-dimethylformamide (30 mL) was added 55% oily sodium hydride (200 mg) under ice-cooling. After stirring for 30 minutes under ice-cooling, 5-chloro-6-ethyl-3-({3-methyl-4-[4-(4-methylpiperazin-1-yl)piperidin-1-yl]phenyl}amino)pyrazine-2-carboxamide (1 g) was added thereto, followed by further stirring for 1 hour under ice-cooling. 55% oily sodium hydride (100 mg) was added thereto, followed by stirring at room temp... Isolated yield 21.5%. Conditions: time 30 minute. The product is C(N)(=O)C=1N=C(C(=NC1NC1=CC(=C(C=C1)N1CCC(CC1)N1CCN(CC1)C)C)O[C@H]1CN(CC1)C(=O)OC(C)(C)C)CC (tert-butyl (3R)-3-{[5-carbamoyl-3-ethyl-6-({3-methyl-4-[4-(4-methylpiperazin-1-yl)piperidin-1-yl]phenyl}amino)pyrazin-2-yl]oxy}pyrrolidine-1-carboxylate). Reactants: [H-].[Na+] (sodium hydride), [H-].[Na+] (sodium hydride), [H-].[Na+] (sodium hydride), O[C@H]1CN(CC1)C(=O)OC(C)(C)C (tert-butyl (3R)-3-hydroxypyrrolidine-1-carboxylate), ClC=1N=C(C(=NC1CC)C(=O)N)NC1=CC(=C(C=C1)N1CCC(CC1)N1CCN(CC1)C)C (5-chloro-6-ethyl-3-({3-methyl-4-[4-(4-methylpiperazin-1-yl)piperidin-1-yl]phenyl}amino)pyrazine-2-carboxamide), ice water. The solvent is CN(C=O)C (N,N-dimethylformamide). Starting materials: O=C([O-])[O-], CC1(C)CCC(=O)Nc2ccc([N+](=O)[O-])cc21, [Cs+], [Cs+], CCI, CN(C)C=O. Yields the product CCN1C(=O)CCC(C)(C)c2cc([N+](=O)[O-])ccc21. RXN SMILES: [C:18](=[O:19])([O-:20])[O-:21].[CH3:1][C:2]1([CH3:17])[c:3]2[c:4]([cH:10][cH:11][c:12]([N+:14](=[O:15])[O-:16])[cH:13]2)[NH:5][C:6](=[O:9])[CH2:7][CH2:8]1.[Cs+:22].[Cs+:23].[I:24][CH2:25][CH3:26].[O:27]=[CH:28][N:29]([CH3:30])[CH3:31]>>[CH3:1][C:2]1([CH3:17])[c:3]2[c:4]([cH:10][cH:11][c:12]([N+:14](=[O:15])[O-:16])[cH:13]2)[N:5]([CH2:25][CH3:26])[C:6](=[O:9])[CH2:7][CH2:8]1.